This data is from the Open Reaction Database (ORD), a public repository of structured organic reaction records. The task is: describe an organic reaction: reactants, conditions, products, and yield The reactants are Cl.N[C@@H](C(=O)OCC)CCC1CCCCC1 (Ethyl (2R)-2-amino-4-cyclohexylbutanoate hydrochloride), [OH-].[Na+] (Sodium hydroxide). The solvent is CO.O (MeOH Water). Reaction conditions: time 1 hour. Yields the product N[C@@H](C(=O)[O-])CCC1CCCCC1.[Na+] (Sodium (2R)-2-amino-4-cyclohexylbutanoate). RXN SMILES: Cl.[NH2:2][C@H:3]([CH2:9][CH2:10][CH:11]1[CH2:16][CH2:15][CH2:14][CH2:13][CH2:12]1)[C:4]([O:6]CC)=[O:5].[OH-].[Na+:18]>CO.O>[NH2:2][C@H:3]([CH2:9][CH2:10][CH:11]1[CH2:16][CH2:15][CH2:14][CH2:13][CH2:12]1)[C:4]([O-:6])=[O:5].[Na+:18] |f:0.1,2.3,4.5,6.7|. Reported procedure: Ethyl (2R)-2-amino-4-cyclohexylbutanoate hydrochloride (4.00 g, 18.75 mmol) was dissolved in MeOH/Water (10/5 ml). Sodium hydroxide (1.50 g, 37.50 mmol) was added. The reaction mixture was stirred for 1 h and concentrated to give the title compound as a colourless solid (containing 100 mol % of sodium chloride). 1H NMR [(CD3)2SO), 400 MHz] δ0.83-0.97 (m, 2H), 1.10-1.33 (m, 6H), 1.48-1.78 (m, 7H), 3.15 (dd, 1H).